From a dataset of the Open Reaction Database (ORD), a public repository of structured organic reaction records. describe an organic reaction: reactants, conditions, products, and yield Reactants: N1C=C(C=C1)C(=O)OC (methyl pyrrole-3-carboxylate), stannic chloride, C(Cl)Cl (methylene chloride), C1(=CC=CC=C1)CC(=O)Cl (Phenylacetyl chloride). Solvent: O (water). Reaction conditions: time 3 hour. Yields the product C1(=CC=CC=C1)CC(=O)C1=CC(=CN1)C(=O)OC (methyl 5-phenylacetylpyrrole-3-carboxylate). Yield: 5.0%. RXN SMILES: [NH:1]1[CH:5]=[CH:4][C:3]([C:6]([O:8][CH3:9])=[O:7])=[CH:2]1.C(Cl)Cl.[C:13]1([CH2:19][C:20](Cl)=[O:21])[CH:18]=[CH:17][CH:16]=[CH:15][CH:14]=1>O>[C:13]1([CH2:19][C:20]([C:5]2[NH:1][CH:2]=[C:3]([C:6]([O:8][CH3:9])=[O:7])[CH:4]=2)=[O:21])[CH:18]=[CH:17][CH:16]=[CH:15][CH:14]=1. Reported procedure: Under nitrogen, methyl pyrrole-3-carboxylate (920 mg., 7 mmoles) was dissolved in 25 ml. of methylene chloride. Phenylacetyl chloride (930 mg., 6 mmoles) was added and dissolved. Finally, stannic chloride (1.2 ml., 12 mmoles) was added. The reaction mixture was stirred for 3 hours, water (15 ml.) added dropwise, diluted with 50 ml. of ether, the organic phase separated, washed with 20 ml. of water and evaporated to dryness to yield methyl 5-phenylacetylpyrrole-3-carboxylate (semisolid, Rf 0.3 on... Reaction SMILES: [C:30]([CH3:31])(=[O:32])[O:33][C:34]([CH3:35])([CH3:36])[C:37](=[O:38])[Cl:39].[CH3:40][OH:41].[CH:21]([N:22]([CH2:23][CH3:24])[CH:25]([CH3:26])[CH3:27])([CH3:28])[CH3:29].[Cl:42][CH2:43][Cl:44].[F:1][C:2]([c:3]1[cH:4][cH:5][c:6]([CH:9]2[NH:10][CH2:11][CH2:12][c:13]3[cH:14][cH:15][cH:16][cH:17][c:18]32)[cH:7][cH:8]1)([F:19])[F:20]>>[F:1][C:2]([c:3]1[cH:4][cH:5][c:6]([CH:9]2[N:10]([C:37]([C:34]([O:33][C:30]([CH3:31])=[O:32])([CH3:35])[CH3:36])=[O:38])[CH2:11][CH2:12][c:13]3[cH:14][cH:15][cH:16][cH:17][c:18]32)[cH:7][cH:8]1)([F:19])[F:20]. The reactants are CC(=O)OC(C)(C)C(=O)Cl, CO, CCN(C(C)C)C(C)C, ClCCl, FC(F)(F)c1ccc(C2NCCc3ccccc32)cc1. Product: CC(=O)OC(C)(C)C(=O)N1CCc2ccccc2C1c1ccc(C(F)(F)F)cc1.